From a dataset of the Open Reaction Database (ORD), a public repository of structured organic reaction records. describe an organic reaction: reactants, conditions, products, and yield Starting materials: O=C(O)Cc1ccc2c(c1)OCO2, Cc1ccccc1N. The reagents and catalysts are CCN=C=NCCCN(C)C.Cl (EDC-HCl), CCN(C(C)C)C(C)C (DIPEA), C1=CC=C2C(=C1)N=NN2O (HOBt). Solvent: CN(C)C=O (DMF), CN(C)C=O (DMF), CN(C)C=O (DMF), CN(C)C=O (DMF), CN(C)C=O (DMF), CN(C)C=O (DMF). Run at temperature 25 celsius, time 2 hour. Yields the product Cc1ccccc1NC(=O)Cc1ccc2c(c1)OCO2. Isolated yield 9.1%. As a reaction SMILES: Cc1ccccc1N.O=C(O)Cc1ccc2c(c1)OCO2.CCN=C=NCCCN(C)C.Cl.C1=CC=C2C(=C1)N=NN2O.CCN(C(C)C)C(C)C.CN(C)C=O>>Cc1ccccc1NC(=O)Cc1ccc2c(c1)OCO2. Starting materials: Ice water, ClC=1C=CC2=C(C(NC=CO2)=O)C1 (7-chloro-4,5-dihydro-1,4-benzoxazepin-5-one), [H-].[Na+] (sodium hydride), BrCCCl (1-bromo-2-chloroethane), C(C)(=O)OCC (ethyl acetate). Run in CN(C=O)C (dimethylformamide). Conditions: time 30 minute. Product: ClC=1C=CC2=C(C(N(C=CO2)CCCl)=O)C1 (7-chloro-4-(2-chloroethyl)-4,5-dihydro-1,4-benzoxazepin-5-one). The yield is 42.0%. Reaction SMILES: [Cl:1][C:2]1[CH:3]=[CH:4][C:5]2[O:11][CH:10]=[CH:9][NH:8][C:7](=[O:12])[C:6]=2[CH:13]=1.[H-].[Na+].Br[CH2:17][CH2:18][Cl:19].C(OCC)(=O)C>CN(C)C=O>[Cl:1][C:2]1[CH:3]=[CH:4][C:5]2[O:11][CH:10]=[CH:9][N:8]([CH2:17][CH2:18][Cl:19])[C:7](=[O:12])[C:6]=2[CH:13]=1 |f:1.2|. Procedure details: 50 mg of 7-chloro-4,5-dihydro-1,4-benzoxazepin-5-one was dissolved in dimethylformamide (1 ml), then 12 mg (1.2 equivalents) of 60% sodium hydride was added under ice cooling. This was agitated for 30 minutes, then 54 mg (1.5 equivalents) of 1-bromo-2-chloroethane was added and the result was agitated at room temperature for 10 hours. Ice water was added to the reaction solution, and extraction was performed by ethyl acetate. This ethyl acetate extract was washed by saline and was dried with anh... Reactants: C(C)N(CCCN(C(=O)NC1=NC=CC(=C1)OC1=C(C=C(C=C1)N)F)C)CC (1-(3-diethylaminopropyl)-3-[4-(4-amino-2-fluorophenoxy)pyridin-2-yl]-1-methylurea), C1(=CC=CC=C1)CC(=O)N=C=O (phenylacetyl isocyanate), C1(=CC=CC=C1)CC(=O)N=C=O (phenylacetyl isocyanate), C(C)OCC (diethyl ether), CCCCCC (hexane). Run in O1CCCC1 (tetrahydrofuran), FC1=C(OC2=CC(=NC=N2)NC(=O)N2CCCC2)C=CC(=C1)NC(=S)NC(CC1=CC=CC=C1)=O (Pyrrolidine-1-carboxylic acid {6-[2-fluoro-4-(3-phenylacetylthioureido)phenoxy]pyrimidin-4-yl}amide), C(C)(=O)OCC (ethyl acetate), FC1=C(OC2=CC(=NC=N2)NC(=O)N2CCCC2)C=CC(=C1)NC(=S)NC(CC1=CC=CC=C1)=O (Pyrrolidine-1-carboxylic acid {6-[2-fluoro-4-(3-phenylacetylthioureido)phenoxy]pyrimidin-4-yl}amide). Run at time 30 minute. Product: C(C)N(CCCN(C(=O)NC1=NC=CC(=C1)OC1=C(C=C(C=C1)NC(=O)NC(CC1=CC=CC=C1)=O)F)C)CC (1-(3-Diethylaminopropyl)-3-{4-[2-fluoro-4-(3-phenylacetylureido)phenoxy]pyridin-2-yl}-1-methylurea). Yield: 5.9%. Reaction SMILES: [CH2:1]([N:3]([CH2:27][CH3:28])[CH2:4][CH2:5][CH2:6][N:7]([CH3:26])[C:8]([NH:10][C:11]1[CH:16]=[C:15]([O:17][C:18]2[CH:23]=[CH:22][C:21]([NH2:24])=[CH:20][C:19]=2[F:25])[CH:14]=[CH:13][N:12]=1)=[O:9])[CH3:2].[C:29]1([CH2:35][C:36]([N:38]=[C:39]=[O:40])=[O:37])[CH:34]=[CH:33][CH:32]=[CH:31][CH:30]=1.C(OCC)C.CCCCCC>O1CCCC1.FC1C=C(NC(NC(=O)CC2C=CC=CC=2)=S)C=CC=1OC1N=CN=C(NC(N2CCCC2)=O)C=1.C(OCC)(=O)C>[CH2:27]([N:3]([CH2:1][CH3:2])[CH2:4][CH2:5][CH2:6][N:7]([CH3:26])[C:8]([NH:10][C:11]1[CH:16]=[C:15]([O:17][C:18]2[CH:23]=[CH:22][C:21]([NH:24][C:39]([NH:38][C:36](=[O:37])[CH2:35][C:29]3[CH:30]=[CH:31][CH:32]=[CH:33][CH:34]=3)=[O:40])=[CH:20][C:19]=2[F:25])[CH:14]=[CH:13][N:12]=1)=[O:9])[CH3:28]. Procedure details: To a solution of 1-(3-diethylaminopropyl)-3-[4-(4-amino-2-fluorophenoxy)pyridin-2-yl]-1-methylurea (100 mg) in tetrahydrofuran (2.0 ml) was added a solution of phenylacetyl isocyanate in hexane (3.4 ml, Production Example 1), followed by stirring under a nitrogen atmosphere at room temperature for 30 min. A solution of phenylacetyl isocyanate in hexane (1.0 ml, Production Example 1) was further added thereto, followed by stirring at room temperature for 30 min. The reaction mixture was partition... Run in O1CCOCC1 (1,4-dioxane). The product is N1C=CC2=CC(=CC=C12)C1=NSC(=N1)NC(OC(C)(C)C)=O (tert-butyl (3-(1H-indol-5-yl)-1,2,4-thiadiazol-5-yl)carbamate). Reaction conditions: time 15 minute. The reagents and catalysts are C=1C=CC(=CC1)[P](C=2C=CC=CC2)(C=3C=CC=CC3)[Pd]([P](C=4C=CC=CC4)(C=5C=CC=CC5)C=6C=CC=CC6)([P](C=7C=CC=CC7)(C=8C=CC=CC8)C=9C=CC=CC9)[P](C=1C=CC=CC1)(C=1C=CC=CC1)C=1C=CC=CC1 (Pd(PPh3)4). RXN SMILES: Br[C:2]1[N:6]=[C:5]([NH:7][C:8](=[O:14])[O:9][C:10]([CH3:13])([CH3:12])[CH3:11])[S:4][N:3]=1.[NH:15]1[C:23]2[C:18](=[CH:19][C:20](B(O)O)=[CH:21][CH:22]=2)[CH:17]=[CH:16]1.C([O-])([O-])=O.[K+].[K+]>O1CCOCC1.C1C=CC([P]([Pd]([P](C2C=CC=CC=2)(C2C=CC=CC=2)C2C=CC=CC=2)([P](C2C=CC=CC=2)(C2C=CC=CC=2)C2C=CC=CC=2)[P](C2C=CC=CC=2)(C2C=CC=CC=2)C2C=CC=CC=2)(C2C=CC=CC=2)C2C=CC=CC=2)=CC=1>[NH:15]1[C:23]2[C:18](=[CH:19][C:20]([C:2]3[N:6]=[C:5]([NH:7][C:8](=[O:14])[O:9][C:10]([CH3:13])([CH3:12])[CH3:11])[S:4][N:3]=3)=[CH:21][CH:22]=2)[CH:17]=[CH:16]1 |f:2.3.4,^1:42,44,63,82|. Procedure details: To a mixture of tert-butyl (3-bromo-1,2,4-thiadiazol-5-yl)carbamate (100 mg, 0.359 mmol) and indole-5-boronic acid (57.9 mg, 0.359 mmol) in 1,4-dioxane (5 mL) was added Pd(PPh3)4 (20.77 mg, 0.017 mmol) and 1M aq K2CO3 solution (0.539 mL, 0.539 mmol). N2 gas was purged for 15 min. After 15 min, the reaction was heated at reflux for 4 h. The reaction mixture was cooled to RT and treated with H2O (5 mL), extracted with EtOAc (25 mL). The aqueous layer was back extracted with EtOAc (25 mL). The comb... Starting materials: C(=O)([O-])[O-].[K+].[K+] (K2CO3), BrC1=NSC(=N1)NC(OC(C)(C)C)=O (tert-butyl (3-bromo-1,2,4-thiadiazol-5-yl)carbamate), N1C=CC2=CC(=CC=C12)B(O)O (indole-5-boronic acid). The yield is 44.0%.